This data is from the Open Reaction Database (ORD), a public repository of structured organic reaction records. The task is: describe an organic reaction: reactants, conditions, products, and yield Starting materials: O (water), ClC1=C(CCl)C=CC=C1 (2-chlorobenzyl chloride), resultant mixture, [H-].[Na+] (sodium hydride), oil, OC=1C=2N(C=CC1)C=C(N2)C (8-hydroxy-2-methylimidazo[1,2-a]pyridine). Run in CS(=O)C (dimethyl sulfoxide). Reaction conditions: time 30 minute. Yields the product ClC1=C(COC=2C=3N(C=CC2)C=C(N3)C)C=CC=C1 (8-(2-chlorobenzyloxy)-2-methylimidazo[1,2-a]pyridine). The yield is 66.8%. As a reaction SMILES: [H-].[Na+].[OH:3][C:4]1[C:5]2[N:6]([CH:10]=[C:11]([CH3:13])[N:12]=2)[CH:7]=[CH:8][CH:9]=1.[Cl:14][C:15]1[CH:22]=[CH:21][CH:20]=[CH:19][C:16]=1[CH2:17]Cl.O>CS(C)=O>[Cl:14][C:15]1[CH:22]=[CH:21][CH:20]=[CH:19][C:16]=1[CH2:17][O:3][C:4]1[C:5]2[N:6]([CH:10]=[C:11]([CH3:13])[N:12]=2)[CH:7]=[CH:8][CH:9]=1 |f:0.1|. Reported procedure: A 60% dispersion of sodium hydride in mineral oil (1.87 g) was added portionwise to a suspension of 8-hydroxy-2-methylimidazo[1,2-a]pyridine (6.3 g) in dimethyl sulfoxide (63 ml) at room temperature over a period of 15 minutes. After being stirred for 30 minutes, 2-chlorobenzyl chloride (7.54 g) was added in one portion to the mixture and then the resultant mixture was stirred for 24 hours at room temperature. The mixture was poured into water and the resulting precipitate was collected by filtr... Reactants: C(C)(C)(C)C1=CC(=C(C=C1)C=1N([C@@H]([C@@H](N1)C1=CC=C(C=C1)Cl)C1=CC=C(C=C1)Cl)C(=O)Cl)OC(C)C ((4S,5R)-2-(4-tert-butyl-2-isopropoxy-phenyl)-4,5-bis-(4-chloro-phenyl)-4,5-dihydro-imidazole-1-carbonyl chloride), Cl.Cl.CS(=O)(=O)CCN1CCNCC1 (1-(2-methanesulfonylethyl)piperazine dihydrochloride). The product is Cl.C(C)(C)(C)C1=CC(=C(C=C1)C=1N([C@@H]([C@@H](N1)C1=CC=C(C=C1)Cl)C1=CC=C(C=C1)Cl)C(=O)N1CCN(CC1)CCS(=O)(=O)C)OC(C)C ([(4S,5R)-2-(4-tert-Butyl-2-isopropoxy-phenyl)-4,5-bis-(4-chloro-phenyl)-4,5-dihydro-imidazol-1-yl]-[4-(2-methanesulfonyl-ethyl)-piperazin-1-yl]-methanone hydrochloride). As a reaction SMILES: [C:1]([C:5]1[CH:10]=[CH:9][C:8]([C:11]2[N:12]([C:30](Cl)=[O:31])[C@H:13]([C:23]3[CH:28]=[CH:27][C:26]([Cl:29])=[CH:25][CH:24]=3)[C@H:14]([C:16]3[CH:21]=[CH:20][C:19]([Cl:22])=[CH:18][CH:17]=3)[N:15]=2)=[C:7]([O:33][CH:34]([CH3:36])[CH3:35])[CH:6]=1)([CH3:4])([CH3:3])[CH3:2].Cl.Cl.[CH3:39][S:40]([CH2:43][CH2:44][N:45]1[CH2:50][CH2:49][NH:48][CH2:47][CH2:46]1)(=[O:42])=[O:41]>>[ClH:22].[C:1]([C:5]1[CH:10]=[CH:9][C:8]([C:11]2[N:12]([C:30]([N:48]3[CH2:47][CH2:46][N:45]([CH2:44][CH2:43][S:40]([CH3:39])(=[O:41])=[O:42])[CH2:50][CH2:49]3)=[O:31])[C@H:13]([C:23]3[CH:24]=[CH:25][C:26]([Cl:29])=[CH:27][CH:28]=3)[C@H:14]([C:16]3[CH:21]=[CH:20][C:19]([Cl:22])=[CH:18][CH:17]=3)[N:15]=2)=[C:7]([O:33][CH:34]([CH3:35])[CH3:36])[CH:6]=1)([CH3:3])([CH3:4])[CH3:2] |f:1.2.3,4.5|. Procedure: [(4S,5R)-2-(4-tert-Butyl-2-isopropoxy-phenyl)-4,5-bis-(4-chloro-phenyl)-4,5-dihydro-imidazol-1-yl]-[4-(2-methanesulfonyl-ethyl)-piperazin-1-yl]-methanone hydrochloride was prepared from (4S,5R)-2-(4-tert-butyl-2-isopropoxy-phenyl)-4,5-bis-(4-chloro-phenyl)-4,5-dihydro-imidazole-1-carbonyl chloride (example 12i) and 1-(2-methanesulfonylethyl)piperazine dihydrochloride (example 17) in an analogous manner as described in example 25. LR-MS: 699.4 [(M+H)+] Starting materials: C(C1=CC=CC=C1)OC(=O)N1C(C=CCC1)COC1OCCCC1 (1-benzyloxycarbonyl-2-tetrahydropyranyloxymethyl-1,2,5,6-tetrahydropyridine), C(Br)(Br)Br (bromoform). Yields the product XXXVII, C(C1=CC=CC=C1)OC(=O)N1C(C2C(C2CC1)(Br)Br)COC1OCCCC1 (3-benzyloxycarbonyl-7,7-dibromo-2-tetrahydropyranyloxymethyl-3-azabicyclo[4.1.0]heptane). As a reaction SMILES: [CH2:1]([O:8][C:9]([N:11]1[CH2:16][CH2:15][CH:14]=[CH:13][CH:12]1[CH2:17][O:18][CH:19]1[CH2:24][CH2:23][CH2:22][CH2:21][O:20]1)=[O:10])[C:2]1[CH:7]=[CH:6][CH:5]=[CH:4][CH:3]=1.[CH:25](Br)([Br:27])[Br:26]>>[CH2:1]([O:8][C:9]([N:11]1[CH2:16][CH2:15][CH:14]2[CH:13]([C:25]2([Br:27])[Br:26])[CH:12]1[CH2:17][O:18][CH:19]1[CH2:24][CH2:23][CH2:22][CH2:21][O:20]1)=[O:10])[C:2]1[CH:3]=[CH:4][CH:5]=[CH:6][CH:7]=1. Procedure details: Reaction of 1-benzyloxycarbonyl-2-tetrahydropyranyloxymethyl-1,2,5,6-tetrahydropyridine with bromoform under basic conditions, as in Section XXXVII, gives 3-benzyloxycarbonyl-7,7-dibromo-2-tetrahydropyranyloxymethyl-3-azabicyclo[4.1.0]heptane, which can be further converted into the desired compound by applying methods described in Section XXXVII. The reactants are NC=1C=C(OC2=C3C(=NC=C2)NC(N3)=O)C=CC1 (7-(3-aminophenoxy)-1H-imidazo[4,5-b]pyridin-2(3H)-one), FC1=C(C=C(C=C1)C(F)(F)F)N=C=O (2-fluoro-5-trifluoromethyl-phenylisocyanate). Product: FC1=CC=C(C=C1NC(=O)NC1=CC(=CC=C1)OC1=C2C(=NC=C1)NC(N2)=O)C(F)(F)F (1-(6-fluoro-3-(trifluoromethyl)phenyl)-3-(3-(2-oxo-2,3-dihydro-1H-imidazo[4,5-b]pyridin-7-yloxy)phenyl)urea). Yield: 20.0%. RXN SMILES: [NH2:1][C:2]1[CH:3]=[C:4]([CH:16]=[CH:17][CH:18]=1)[O:5][C:6]1[CH:11]=[CH:10][N:9]=[C:8]2[NH:12][C:13](=[O:15])[NH:14][C:7]=12.[F:19][C:20]1[CH:25]=[CH:24][C:23]([C:26]([F:29])([F:28])[F:27])=[CH:22][C:21]=1[N:30]=[C:31]=[O:32]>>[F:19][C:20]1[C:21]([NH:30][C:31]([NH:1][C:2]2[CH:18]=[CH:17][CH:16]=[C:4]([O:5][C:6]3[CH:11]=[CH:10][N:9]=[C:8]4[NH:12][C:13](=[O:15])[NH:14][C:7]=34)[CH:3]=2)=[O:32])=[CH:22][C:23]([C:26]([F:27])([F:28])[F:29])=[CH:24][CH:25]=1. Reported procedure: Method G was used with 7-(3-aminophenoxy)-1H-imidazo[4,5-b]pyridin-2(3H)-one and 2-fluoro-5-trifluoromethyl-phenylisocyanate to afford the title compound (15 mg, 20%). 1H-NMR (DMSO), δ (ppm), J (Hz): 6.45 (d, 1H, HPyr, J=5.9), 6.79 (s, 1H, Harom5′, J=2.1, J=8.0), 7.20 (d, 1H, Harom 4 or 6, J=7.9), 7.21-7.41 (m, 3H, Harom 3′, Harom 2, Harom 6 or 4), 7.50 (t, 1H, Harom 5, J=10.7), 7.79 (d, 1H, HPyr), 8.55 (d, 1H, Harom 4′, J=7.2), 8.93 (s, 1H, NHurea), 9.38 (s, 1H, NHurea), 11.23 (s, 1H, NHim), 11... Reactants: CCN(C(C)C)C(C)C, CCCP1(=O)OP(=O)(CCC)OP(=O)(CCC)O1, C1CCOC1, CCOC(C)=O, CS(N)(=O)=O, CCCCCC, O=C(O)c1cc(F)c(F)cc1F, CN(C)C=O. Yields the product CS(=O)(=O)NC(=O)c1cc(F)c(F)cc1F. Reaction SMILES: [CH2:13]([N:14]([CH:15]([CH3:16])[CH3:17])[CH:18]([CH3:19])[CH3:20])[CH3:21].[CH2:22]([P:23]1(=[O:24])[O:25][P:26](=[O:27])([CH2:28][CH2:29][CH3:30])[O:31][P:32](=[O:33])([CH2:34][CH2:35][CH3:36])[O:37]1)[CH2:38][CH3:39].[CH2:56]1[O:57][CH2:58][CH2:59][CH2:60]1.[CH3:40][CH2:41][O:42][C:43]([CH3:44])=[O:45].[CH3:51][S:52](=[O:53])(=[O:54])[NH2:55].[CH3:61][CH2:62][CH2:63][CH2:64][CH2:65][CH3:66].[F:1][c:2]1[c:3]([C:4](=[O:5])[OH:6])[cH:7][c:8]([F:12])[c:9]([F:11])[cH:10]1.[O:46]=[CH:47][N:48]([CH3:49])[CH3:50]>>[F:1][c:2]1[c:3]([C:4](=[O:5])[NH:55][S:52]([CH3:51])(=[O:53])=[O:54])[cH:7][c:8]([F:12])[c:9]([F:11])[cH:10]1. Reactants: Clc1ccc2c(Cl)ccnc2c1, Cl, CCN1CCCC(NS(=O)(=O)c2ccc(N)cc2)C1, N. Product: CCN1CCCC(NS(=O)(=O)c2ccc(Nc3ccnc4cc(Cl)ccc34)cc2)C1. As a reaction SMILES: [Cl:20][c:21]1[cH:22][cH:23][n:24][c:25]2[cH:26][c:27]([Cl:31])[cH:28][cH:29][c:30]12.[ClH:33].[NH2:1][c:2]1[cH:3][cH:4][c:5]([S:8](=[O:9])(=[O:10])[NH:11][CH:12]2[CH2:13][N:14]([CH2:18][CH3:19])[CH2:15][CH2:16][CH2:17]2)[cH:6][cH:7]1.[NH3:32]>>[NH:1]([c:2]1[cH:3][cH:4][c:5]([S:8](=[O:9])(=[O:10])[NH:11][CH:12]2[CH2:13][N:14]([CH2:18][CH3:19])[CH2:15][CH2:16][CH2:17]2)[cH:6][cH:7]1)[c:21]1[cH:22][cH:23][n:24][c:25]2[cH:26][c:27]([Cl:31])[cH:28][cH:29][c:30]12. The reactants are [N-]=[N+]=[N-].[Na+] (Sodium azide), O1CCC(C2=CC=CC=C12)=O (chroman-4-one), ice water, [OH-].[K+] (potassium hydroxide). Solvent: S(O)(O)(=O)=O (sulfuric acid), S(O)(O)(=O)=O (sulfuric acid). Conditions: temperature 0 celsius. Product: O1CCNC(C2=C1C=CC=C2)=O (3,4-dihydrobenzo[f][1,4]oxazepin-5(2H)-one). As a reaction SMILES: [O:1]1[C:10]2[C:5](=[CH:6][CH:7]=[CH:8][CH:9]=2)[C:4](=[O:11])[CH2:3][CH2:2]1.[N-:12]=[N+]=[N-].[Na+].[OH-].[K+]>S(=O)(=O)(O)O>[O:1]1[C:10]2[CH:9]=[CH:8][CH:7]=[CH:6][C:5]=2[C:4](=[O:11])[NH:12][CH2:3][CH2:2]1 |f:1.2,3.4|. Procedure details: The chroman-4-one (5.0 g, 33.8 mmol) was dissolved in sulfuric acid (10 mL) and the mixture was cooled at 0° C. Sodium azide (2.88 g, 44.3 mmol) was added portionwise followed by some sulfuric acid (5 mL). The reaction mixture was stirred at room temperature over night. The mixture was then pour into ice-water and basified to pH=7 with potassium hydroxide pellets. This aqueous layer was extracted with ether (twice). Starting materials: CN(C)C=O, Cl, [H-], [Na+], O, Oc1ccccc1, Cc1nc2ccc(C(=O)NS(=O)(=O)c3ccccc3)nc2n1Cc1ccc(COS(C)(=O)=O)cc1Cl. The product is Cc1nc2ccc(C(=O)NS(=O)(=O)c3ccccc3)nc2n1Cc1ccc(COc2ccccc2)cc1Cl. Reaction SMILES: [CH3:47][N:48]([CH3:49])[CH:50]=[O:51].[ClH:46].[H-:8].[Na+:9].[OH2:52].[OH:1][c:2]1[cH:3][cH:4][cH:5][cH:6][cH:7]1.[c:10]1([S:16](=[O:17])(=[O:18])[NH:19][C:20](=[O:21])[c:22]2[cH:23][cH:24][c:25]3[c:26]([n:27]2)[n:28]([CH2:32][c:33]2[c:34]([Cl:45])[cH:35][c:36]([CH2:39][O:40][S:41]([CH3:42])(=[O:43])=[O:44])[cH:37][cH:38]2)[c:29]([CH3:31])[n:30]3)[cH:11][cH:12][cH:13][cH:14][cH:15]1>>[O:1]([c:2]1[cH:3][cH:4][cH:5][cH:6][cH:7]1)[CH2:39][c:36]1[cH:35][c:34]([Cl:45])[c:33]([CH2:32][n:28]2[c:26]3[c:25]([cH:24][cH:23][c:22]([C:20]([NH:19][S:16]([c:10]4[cH:11][cH:12][cH:13][cH:14][cH:15]4)(=[O:17])=[O:18])=[O:21])[n:27]3)[n:30][c:29]2[CH3:31])[cH:38][cH:37]1. Starting materials: BrCBr, O=C([O-])O, CC(C)CCON=O, COC(=O)c1cnc(N)c(-c2ccc(F)cc2)n1, C[Si](C)(C)Br, [Na+]. Product: COC(=O)c1cnc(Br)c(-c2ccc(F)cc2)n1. RXN SMILES: [Br:37][CH2:38][Br:39].[C:32](=[O:33])([OH:34])[O-:35].[CH3:19][CH:20]([CH2:21][CH2:22][O:23][N:24]=[O:25])[CH3:26].[CH3:1][O:2][C:3](=[O:4])[c:5]1[n:6][c:7](-[c:12]2[cH:13][cH:14][c:15]([F:18])[cH:16][cH:17]2)[c:8]([NH2:11])[n:9][cH:10]1.[CH3:27][Si:28]([Br:29])([CH3:30])[CH3:31].[Na+:36]>>[CH3:1][O:2][C:3](=[O:4])[c:5]1[n:6][c:7](-[c:12]2[cH:13][cH:14][c:15]([F:18])[cH:16][cH:17]2)[c:8]([Br:29])[n:9][cH:10]1.